From a dataset of the Open Reaction Database (ORD), a public repository of structured organic reaction records. describe an organic reaction: reactants, conditions, products, and yield Reactants: COC(=O)C(Br)Cc1ccc(F)cc1, CC(=O)O, [Zn]. Yields the product COC(=O)CCc1ccc(F)cc1. RXN SMILES: [Br:1][CH:2]([C:3](=[O:4])[O:5][CH3:6])[CH2:7][c:8]1[cH:9][cH:10][c:11]([F:14])[cH:12][cH:13]1.[CH3:15][C:16](=[O:17])[OH:18].[Zn:19]>>[CH2:2]([C:3](=[O:4])[O:5][CH3:6])[CH2:7][c:8]1[cH:9][cH:10][c:11]([F:14])[cH:12][cH:13]1. Starting materials: O=C([O-])O, CCOC(C)=O, NC(Cc1ccc(C(F)(F)F)cc1)C(O)c1ccoc1, [Na+], O, O=C(Cl)CCc1ccccc1. The product is O=C(CCc1ccccc1)NC(Cc1ccc(C(F)(F)F)cc1)C(O)c1ccoc1. As a reaction SMILES: [C:32](=[O:33])([O-:34])[OH:35].[CH3:37][CH2:38][O:39][C:40](=[O:41])[CH3:42].[NH2:1][CH:2]([CH:3]([OH:4])[c:5]1[cH:6][o:7][cH:8][cH:9]1)[CH2:10][c:11]1[cH:12][cH:13][c:14]([C:17]([F:18])([F:19])[F:20])[cH:15][cH:16]1.[Na+:36].[OH2:43].[c:21]1([CH2:27][CH2:28][C:29](=[O:30])[Cl:31])[cH:22][cH:23][cH:24][cH:25][cH:26]1>>[NH:1]([CH:2]([CH:3]([OH:4])[c:5]1[cH:6][o:7][cH:8][cH:9]1)[CH2:10][c:11]1[cH:12][cH:13][c:14]([C:17]([F:18])([F:19])[F:20])[cH:15][cH:16]1)[C:29]([CH2:28][CH2:27][c:21]1[cH:22][cH:23][cH:24][cH:25][cH:26]1)=[O:30].